From a dataset of the Open Reaction Database (ORD), a public repository of structured organic reaction records. describe an organic reaction: reactants, conditions, products, and yield Starting materials: C[Si](CCCCCCCCCCCCCCNC1=CC=C(C(=O)OCC)C=C1)(C)C (ethyl 4-[14-(trimethylsilyl)tetradecylamino]benzoate), Cl (hydrochloric acid), [OH-].[K+] (potassium hydroxide), C(C)O (ethanol). Run in O (water). The product is C[Si](CCCCCCCCCCCCCCNC1=CC=C(C(=O)O)C=C1)(C)C (4-[14-(Trimethylsilyl)tetradecylamino]benzoic acid). As a reaction SMILES: [CH3:1][Si:2]([CH3:30])([CH3:29])[CH2:3][CH2:4][CH2:5][CH2:6][CH2:7][CH2:8][CH2:9][CH2:10][CH2:11][CH2:12][CH2:13][CH2:14][CH2:15][CH2:16][NH:17][C:18]1[CH:28]=[CH:27][C:21]([C:22]([O:24]CC)=[O:23])=[CH:20][CH:19]=1.[OH-].[K+].C(O)C.Cl>O>[CH3:30][Si:2]([CH3:1])([CH3:29])[CH2:3][CH2:4][CH2:5][CH2:6][CH2:7][CH2:8][CH2:9][CH2:10][CH2:11][CH2:12][CH2:13][CH2:14][CH2:15][CH2:16][NH:17][C:18]1[CH:19]=[CH:20][C:21]([C:22]([OH:24])=[O:23])=[CH:27][CH:28]=1 |f:1.2|. Reported procedure: A solution of 14.1 g. ethyl 4-[14-(trimethylsilyl)tetradecylamino]benzoate and 6.4 g. 85% potassium hydroxide in 150 ml. 95% ethanol was heated at 75° for 5 hr. The reaction was diluted with 300 ml. water and adjusted to pH 3.5 with concentrated hydrochloric acid. The precipitate was filtered, dried, and crystallized from acetone to yield a white solid, m.p. 105°-107° C. Reactants: CN1CCN(CC1)NC(=O)C=1C=NC(=NC1)C1=CC=CC=C1 (2-Phenyl-pyrimidine-5-carboxylic acid (4-methyl-piperazin-1-yl)-amide), CO.Cl (HCl methanol). Yields the product Cl.Cl.CN1CCN(CC1)NC(=O)C=1C=NC(=NC1)C1=CC=CC=C1 (2-phenyl-pyrimidine-5-carboxylic acid (4-methyl-piperazin-1-yl)-amide dihydrochloride). RXN SMILES: [CH3:1][N:2]1[CH2:7][CH2:6][N:5]([NH:8][C:9]([C:11]2[CH:12]=[N:13][C:14]([C:17]3[CH:22]=[CH:21][CH:20]=[CH:19][CH:18]=3)=[N:15][CH:16]=2)=[O:10])[CH2:4][CH2:3]1.CO.[ClH:25]>>[ClH:25].[ClH:25].[CH3:1][N:2]1[CH2:3][CH2:4][N:5]([NH:8][C:9]([C:11]2[CH:16]=[N:15][C:14]([C:17]3[CH:22]=[CH:21][CH:20]=[CH:19][CH:18]=3)=[N:13][CH:12]=2)=[O:10])[CH2:6][CH2:7]1 |f:1.2,3.4.5|. Reported procedure: 2-Phenyl-pyrimidine-5-carboxylic acid (4-methyl-piperazin-1-yl)-amide is dissolved in HCl methanol solution and evaporated methanol to dryness to afford 2-phenyl-pyrimidine-5-carboxylic acid (4-methyl-piperazin-1-yl)-amide dihydrochloride as a solid. MS: 298 (M+H). Starting materials: O=C([O-])[O-], C1CCNCC1, CC1CNC(=O)c2cc3cc(OCCCCl)ccc3n21, [I-], [K+], [K+], [K+]. Product: CC1CNC(=O)c2cc3cc(OCCCN4CCCCC4)ccc3n21. Reaction SMILES: [C:27](=[O:28])([O-:29])[O-:30].[CH2:21]1[CH2:22][CH2:23][NH:24][CH2:25][CH2:26]1.[Cl:1][CH2:2][CH2:3][CH2:4][O:5][c:6]1[cH:7][c:8]2[cH:9][c:10]3[n:11]([c:12]2[cH:13][cH:14]1)[CH:15]([CH3:20])[CH2:16][NH:17][C:18]3=[O:19].[I-:34].[K+:31].[K+:32].[K+:33]>>[CH2:2]([CH2:3][CH2:4][O:5][c:6]1[cH:7][c:8]2[cH:9][c:10]3[n:11]([c:12]2[cH:13][cH:14]1)[CH:15]([CH3:20])[CH2:16][NH:17][C:18]3=[O:19])[N:24]1[CH2:23][CH2:22][CH2:21][CH2:26][CH2:25]1.